Dataset: the Open Reaction Database (ORD), a public repository of structured organic reaction records. Task: describe an organic reaction: reactants, conditions, products, and yield The reactants are C(C)(=O)SCC(C(=O)N1[C@H](C(=O)O)CC(C1)(OC)OC)(C)C (1-[3-(Acetylthio)-2,2-dimethyl-1-oxopropyl]-4,4-dimethoxy-L-proline), N (ammonia). Yields the product SCC(C(=O)N1[C@H](C(=O)O)CC(C1)(OC)OC)(C)C (1-(3-mercapto-2,2-dimethyl-1-oxopropyl)-4,4-dimethoxy-L-proline). Reaction SMILES: C([S:4][CH2:5][C:6]([CH3:22])([CH3:21])[C:7]([N:9]1[CH2:16][C:15]([O:19][CH3:20])([O:17][CH3:18])[CH2:14][C@H:10]1[C:11]([OH:13])=[O:12])=[O:8])(=O)C.N>>[SH:4][CH2:5][C:6]([CH3:22])([CH3:21])[C:7]([N:9]1[CH2:16][C:15]([O:19][CH3:20])([O:17][CH3:18])[CH2:14][C@H:10]1[C:11]([OH:13])=[O:12])=[O:8]. Procedure: The product from part (a) is hydrolyzed with concentrated ammonia according to the procedure of Example 4 to give 1-(3-mercapto-2,2-dimethyl-1-oxopropyl)-4,4-dimethoxy-L-proline.